Dataset: the Open Reaction Database (ORD), a public repository of structured organic reaction records. Task: describe an organic reaction: reactants, conditions, products, and yield The reactants are Br, CCN1CCN(c2nc(-c3ccc(OC)cc3)cc3ccccc23)CC1. The product is CCN1CCN(c2nc(-c3ccc(O)cc3)cc3ccccc23)CC1. RXN SMILES: [BrH:27].[CH2:1]([CH3:2])[N:3]1[CH2:4][CH2:5][N:6]([c:9]2[n:10][c:11](-[c:19]3[cH:20][cH:21][c:22]([O:25][CH3:26])[cH:23][cH:24]3)[cH:12][c:13]3[cH:14][cH:15][cH:16][cH:17][c:18]23)[CH2:7][CH2:8]1>>[CH2:1]([CH3:2])[N:3]1[CH2:4][CH2:5][N:6]([c:9]2[n:10][c:11](-[c:19]3[cH:20][cH:21][c:22]([OH:25])[cH:23][cH:24]3)[cH:12][c:13]3[cH:14][cH:15][cH:16][cH:17][c:18]23)[CH2:7][CH2:8]1. Reactants: CC(=O)CC(C)C, Fc1ccc(C(NCCCl)c2ccc(F)cc2)cc1, Cl, O=C1NCN(c2ccc(F)cc2)C12CCNCC2, [I-], [K+], [Na+], [Na+], O=C([O-])[O-], O. Yields the product O=C1NCN(c2ccc(F)cc2)C12CCN(CCNC(c1ccc(F)cc1)c1ccc(F)cc1)CC2. RXN SMILES: [CH3:48][CH:49]([CH3:50])[CH2:51][C:52](=[O:53])[CH3:54].[Cl:2][CH2:3][CH2:4][NH:5][CH:6]([c:7]1[cH:8][cH:9][c:10]([F:13])[cH:11][cH:12]1)[c:14]1[cH:15][cH:16][c:17]([F:20])[cH:18][cH:19]1.[ClH:1].[F:21][c:22]1[cH:23][cH:24][c:25]([N:28]2[CH2:29][NH:30][C:31](=[O:38])[C:32]23[CH2:33][CH2:34][NH:35][CH2:36][CH2:37]3)[cH:26][cH:27]1.[I-:46].[K+:45].[Na+:39].[Na+:40].[O-:41][C:42](=[O:43])[O-:44].[OH2:47]>>[CH2:3]([CH2:4][NH:5][CH:6]([c:7]1[cH:8][cH:9][c:10]([F:13])[cH:11][cH:12]1)[c:14]1[cH:15][cH:16][c:17]([F:20])[cH:18][cH:19]1)[N:35]1[CH2:34][CH2:33][C:32]2([N:28]([c:25]3[cH:24][cH:23][c:22]([F:21])[cH:27][cH:26]3)[CH2:29][NH:30][C:31]2=[O:38])[CH2:37][CH2:36]1. Reactants: COC1=C(C=CC(=C1)OS(=O)(=O)C)C=1NC2=C(C(=NC=C2)OS(=O)(=O)C)N1 (2-(2-methoxy-4-methanesulfonyloxy-phenyl)-4-methanesulfonyloxy-imidazo [4,5-c]pyridine), Cl (hydrochloric acid). Product: Cl.COC1=C(C=CC(=C1)OS(=O)(=O)C)C1=NC=2C(C(NCC2)=O)=N1 (2-(2-Methoxy-4-methanesulfonyloxy-phenyl)-5H-imidazo[4,5-c]pyridin-4-one hydrochloride). Reaction SMILES: [CH3:1][O:2][C:3]1[CH:8]=[C:7]([O:9][S:10]([CH3:13])(=[O:12])=[O:11])[CH:6]=[CH:5][C:4]=1[C:14]1[NH:15][C:16]2[CH:21]=[CH:20][N:19]=[C:18]([O:22]S(C)(=O)=O)[C:17]=2[N:27]=1.[ClH:28]>>[ClH:28].[CH3:1][O:2][C:3]1[CH:8]=[C:7]([O:9][S:10]([CH3:13])(=[O:12])=[O:11])[CH:6]=[CH:5][C:4]=1[C:14]1[N:27]=[C:17]2[C:18](=[O:22])[NH:19][CH2:20][CH:21]=[C:16]2[N:15]=1 |f:2.3|. Procedure details: 0.65 g of 2-(2-methoxy-4-methanesulfonyloxy-phenyl)-4-methanesulfonyloxy-imidazo [4,5-c]pyridine was dissolved in 35 ml of ethanolic hydrochloric acid, and the solution was stirred for an hour at room temperature. The precipitate which had formed was suction-filtered off and washed with ethanol. Yield: 0.53 g (91% of theory). Melting point: 193°-195° C. (decomp.). Starting materials: CCOC=O, Nc1cccc(NC(=C2C(=O)Nc3ccccc32)c2ccccc2)c1, CN(C)C=O. The product is O=CNc1cccc(NC(=C2C(=O)Nc3ccccc32)c2ccccc2)c1. As a reaction SMILES: [CH:26](=[O:27])[O:28][CH2:29][CH3:30].[NH2:1][c:2]1[cH:3][c:4]([NH:8][C:9]([c:10]2[cH:11][cH:12][cH:13][cH:14][cH:15]2)=[C:16]2[C:17](=[O:25])[NH:18][c:19]3[cH:20][cH:21][cH:22][cH:23][c:24]32)[cH:5][cH:6][cH:7]1.[O:31]=[CH:32][N:33]([CH3:34])[CH3:35]>>[NH:1]([c:2]1[cH:3][c:4]([NH:8][C:9]([c:10]2[cH:11][cH:12][cH:13][cH:14][cH:15]2)=[C:16]2[C:17](=[O:25])[NH:18][c:19]3[cH:20][cH:21][cH:22][cH:23][c:24]32)[cH:5][cH:6][cH:7]1)[CH:26]=[O:27]. Yields the product C1COC(C)(C2=CC=C(C=C2)COC=2SC(=CN2)Br)O1 (4'-(5-bromothiazole-2-yloxymethyl)acetophenone ethylene acetal). Isolated yield 60.0%. Procedure details: Using an analogous procedure to that described in the first paragraph of the portion of Example 43 which is concerned with the preparation of starting materials, 4-(2-methyl-1,3-dioxolan-2-yl)benzyl alcohol was reacted with 2,5-dibromothiazole to give 4'-(5-bromothiazole-2-yloxymethyl)acetophenone ethylene acetal in 60% yield as an oil. The reactants are CC1(OCCO1)C1=CC=C(CO)C=C1 (4-(2-methyl-1,3-dioxolan-2-yl)benzyl alcohol), BrC=1SC(=CN1)Br (2,5-dibromothiazole). As a reaction SMILES: [CH3:1][C:2]1([C:7]2[CH:14]=[CH:13][C:10]([CH2:11][OH:12])=[CH:9][CH:8]=2)[O:6][CH2:5][CH2:4][O:3]1.Br[C:16]1[S:17][C:18]([Br:21])=[CH:19][N:20]=1>>[CH2:4]1[O:3][C:2]([C:7]2[CH:14]=[CH:13][C:10]([CH2:11][O:12][C:16]3[S:17][C:18]([Br:21])=[CH:19][N:20]=3)=[CH:9][CH:8]=2)([CH3:1])[O:6][CH2:5]1. The reactants are CCN(C(C)C)C(C)C, Oc1ccc(CCl)c2cccnc12, ClC(Cl)Cl, Cl, CCOC(=O)N1CCNCC1. Yields the product CCOC(=O)N1CCN(Cc2ccc(O)c3ncccc23)CC1. As a reaction SMILES: [CH:15]([N:16]([CH:17]([CH3:18])[CH3:19])[CH2:20][CH3:21])([CH3:22])[CH3:23].[Cl:2][CH2:3][c:4]1[c:5]2[cH:6][cH:7][cH:8][n:9][c:10]2[c:11]([OH:14])[cH:12][cH:13]1.[Cl:35][CH:36]([Cl:37])[Cl:38].[ClH:1].[N:24]1([C:30](=[O:31])[O:32][CH2:33][CH3:34])[CH2:25][CH2:26][NH:27][CH2:28][CH2:29]1>>[CH2:3]([c:4]1[c:5]2[cH:6][cH:7][cH:8][n:9][c:10]2[c:11]([OH:14])[cH:12][cH:13]1)[N:27]1[CH2:26][CH2:25][N:24]([C:30](=[O:31])[O:32][CH2:33][CH3:34])[CH2:29][CH2:28]1. The reactants are CC1=C(C=C(C=C1)C)C(C1=CC=CC=C1)P(OCC)(OCC)=O (O,O-Diethyl 2,5-dimethylphenyl(phenyl)methylphosphonate), Cl (hydrochloric acid). Run in C(C)O (ethanol). Reaction conditions: temperature 110 celsius. Product: CC1=C(C=C(C=C1)C)OP(O)(=O)CC1=CC=CC=C1 (2,5-Dimethylphenyl(phenyl)methylphosphonic Acid). As a reaction SMILES: CC1C=CC(C)=CC=1[CH:9]([P:16](=[O:23])([O:20][CH2:21][CH3:22])[O:17]CC)[C:10]1[CH:15]=[CH:14][CH:13]=[CH:12][CH:11]=1.Cl>C(O)C>[CH3:13][C:12]1[CH:11]=[CH:10][C:15]([CH3:14])=[CH:22][C:21]=1[O:20][P:16]([CH2:9][C:10]1[CH:11]=[CH:12][CH:13]=[CH:14][CH:15]=1)(=[O:23])[OH:17]. Reported procedure: O,O-Diethyl 2,5-dimethylphenyl(phenyl)methylphosphonate (15.0 g, 45.1 mmol) was dissolved in ethanol (172 mL) and concentrated hydrochloric acid (290 mL). The resulting solution was heated at 110° C. for 52 hours. The mixture was cooled and the solid which formed was collected by filtration, washed with H2O(2×50 mL), CH2Cl2 (3×30 mL), and dried to afford 11.0 g (88.6 %) of analytically pure product as a white solid, mp 204°-207° C. 300 MHz 1H NMR (DMSO-D): δ,4.44 (d,1H, J=24.8 Hz, PCH), 2.25 (s,... Starting materials: CC(C)N(CCNC(=O)n1ccnc1)C(C)C, Cc1ccc(C(CNc2nc(CN)nc3c2ncn3C2OC(CO)C(O)C2O)c2ccc(C)cc2)cc1. The product is Cc1ccc(C(CNc2nc(CNC(=O)NCCN(C(C)C)C(C)C)nc3c2ncn3C2OC(CO)C(O)C2O)c2ccc(C)cc2)cc1. As a reaction SMILES: [CH:38]([CH3:39])([CH3:40])[N:41]([CH2:42][CH2:43][NH:44][C:45](=[O:46])[n:47]1[cH:48][cH:49][n:50][cH:51]1)[CH:52]([CH3:53])[CH3:54].[NH2:1][CH2:2][c:3]1[n:4][c:5]([NH:21][CH2:22][CH:23]([c:24]2[cH:25][cH:26][c:27]([CH3:30])[cH:28][cH:29]2)[c:31]2[cH:32][cH:33][c:34]([CH3:37])[cH:35][cH:36]2)[c:6]2[n:7][cH:8][n:9]([CH:12]3[O:13][CH:14]([CH2:19][OH:20])[CH:15]([OH:18])[CH:16]3[OH:17])[c:10]2[n:11]1>>[NH:1]([CH2:2][c:3]1[n:4][c:5]([NH:21][CH2:22][CH:23]([c:24]2[cH:25][cH:26][c:27]([CH3:30])[cH:28][cH:29]2)[c:31]2[cH:32][cH:33][c:34]([CH3:37])[cH:35][cH:36]2)[c:6]2[n:7][cH:8][n:9]([CH:12]3[O:13][CH:14]([CH2:19][OH:20])[CH:15]([OH:18])[CH:16]3[OH:17])[c:10]2[n:11]1)[C:45]([NH:44][CH2:43][CH2:42][N:41]([CH:38]([CH3:39])[CH3:40])[CH:52]([CH3:53])[CH3:54])=[O:46]. The reactants are Brc1cncc(Br)c1, CC(C)(C)OC(=O)N1CC2C=C([Sn](C)(C)C)CC2C1. The product is CC(C)(C)OC(=O)N1CC2C=C(c3cncc(Br)c3)CC2C1. RXN SMILES: [Br:1][c:2]1[cH:3][n:4][cH:5][c:6]([Br:7])[cH:8]1.[CH3:9][Sn:10]([C:11]1=[CH:25][CH:14]2[CH:13]([CH2:12]1)[CH2:17][N:16]([C:18](=[O:19])[O:20][C:21]([CH3:22])([CH3:23])[CH3:24])[CH2:15]2)([CH3:26])[CH3:27]>>[c:2]1([C:11]2=[CH:25][CH:14]3[CH:13]([CH2:12]2)[CH2:17][N:16]([C:18](=[O:19])[O:20][C:21]([CH3:22])([CH3:23])[CH3:24])[CH2:15]3)[cH:3][n:4][cH:5][c:6]([Br:7])[cH:8]1. The reactants are CC=1C=C(C(=O)O)C=CC1N (3-methyl-4-aminobenzoic acid), CO (methanol), Cl (HCl). Reaction conditions: time 26 hour. The product is CC=1C=C(C(=O)OC)C=CC1N (methyl 3-methyl-4-aminobenzoate). Reaction SMILES: [CH3:1][C:2]1[CH:3]=[C:4]([CH:8]=[CH:9][C:10]=1[NH2:11])[C:5]([OH:7])=[O:6].Cl.[CH3:13]O>>[CH3:1][C:2]1[CH:3]=[C:4]([CH:8]=[CH:9][C:10]=1[NH2:11])[C:5]([O:7][CH3:13])=[O:6]. Procedure details: To a 500 mL round bottomed flask equipped with a stirring bar, reflux condenser and a drying tube was added 3-methyl-4-aminobenzoic acid (8.00 g, 52.92 mmol) and anhydrous methanol (300 mL). This solution was saturated with anhydrous HCl gas and the mixture was stirred at ambient temperature for 26 h. The methanol and HCl were removed in vacuo and the solid product was suspended in 400 mL of EtOAc. This mixture was made basic by careful addition of aqueous NaHCO3 solution. The layers were separa...